From a dataset of the Open Reaction Database (ORD), a public repository of structured organic reaction records. describe an organic reaction: reactants, conditions, products, and yield The reactants are Nc1ccc(Br)c(F)c1, C=CC(=O)OCC, Cc1ccccc1P(c1ccccc1C)c1ccccc1C, CN(C)C=O, CCN(C(C)C)C(C)C, CC(=O)[O-], CC(=O)[O-], [Pd+2]. The product is CCOC(=O)C=Cc1ccc(N)cc1F. Reaction SMILES: [Br:1][c:2]1[c:3]([F:9])[cH:4][c:5]([NH2:6])[cH:7][cH:8]1.[C:10]([CH:11]=[CH2:12])(=[O:13])[O:14][CH2:15][CH3:16].[CH3:17][c:18]1[cH:19][cH:20][cH:21][cH:22][c:23]1[P:24]([c:25]1[cH:26][cH:27][cH:28][cH:29][c:30]1[CH3:31])[c:32]1[cH:33][cH:34][cH:35][cH:36][c:37]1[CH3:38].[CH3:48][N:49]([CH3:50])[CH:51]=[O:52].[CH:39]([N:40]([CH2:41][CH3:42])[CH:43]([CH3:44])[CH3:45])([CH3:46])[CH3:47].[O-:54][C:55]([CH3:56])=[O:57].[O-:58][C:59]([CH3:60])=[O:61].[Pd+2:53]>>[c:2]1([CH:12]=[CH:11][C:10](=[O:13])[O:14][CH2:15][CH3:16])[c:3]([F:9])[cH:4][c:5]([NH2:6])[cH:7][cH:8]1.